This data is from the Open Reaction Database (ORD), a public repository of structured organic reaction records. The task is: describe an organic reaction: reactants, conditions, products, and yield The reactants are CCOCCBr, O=C([O-])[O-], [K+], [K+], CN(C)C=O, O, Oc1ccc(Br)cc1Cl. Yields the product CCOCCOc1ccc(Br)cc1Cl. RXN SMILES: [Br:16][CH2:17][CH2:18][O:19][CH2:20][CH3:21].[C:10](=[O:11])([O-:12])[O-:13].[K+:14].[K+:15].[O:23]=[CH:24][N:25]([CH3:26])[CH3:27].[OH2:22].[OH:1][c:2]1[cH:3][cH:4][c:5]([Br:6])[cH:7][c:8]1[Cl:9]>>[O:1]([c:2]1[cH:3][cH:4][c:5]([Br:6])[cH:7][c:8]1[Cl:9])[CH2:17][CH2:18][O:19][CH2:20][CH3:21]. Reactants: C([O-])([O-])=O.[K+].[K+] (potassium carbonate), C(#N)[BH3-].[Na+] (sodium cyanoborohydride), Cl (hydrochloric acid), C(C)(C)(C)OC(CC(C1=CC=C(C=C1)NC(CC1=CC(=C(C=C1)NC(=O)NC1=C(C=CC=C1)C)OC)=O)N)=O (3-amino-3-(4-{3-methoxy-4-[3-(2-methylphenyl)ureido]phenylacetylamino}phenyl)-propanoic acid tert-butyl ester), C(CCC)=O (butyraldehyde), C(C)(=O)[O-].[Na+] (sodium acetate). Solvent: CO (methanol). Product: C(C)(C)(C)OC(CC(C1=CC=C(C=C1)NC(CC1=CC(=C(C=C1)NC(=O)NC1=C(C=CC=C1)C)OC)=O)NCCCC)=O (3-(n-Butylamino)-3-(4-{3-methoxy-4-[3-(2-methylphenyl)ureido]phenylacetylamino}-phenyl)-propanoic acid tert-butyl ester). Isolated yield 75.1%. As a reaction SMILES: [C:1]([O:5][C:6](=[O:39])[CH2:7][CH:8]([NH2:38])[C:9]1[CH:14]=[CH:13][C:12]([NH:15][C:16](=[O:37])[CH2:17][C:18]2[CH:23]=[CH:22][C:21]([NH:24][C:25]([NH:27][C:28]3[CH:33]=[CH:32][CH:31]=[CH:30][C:29]=3[CH3:34])=[O:26])=[C:20]([O:35][CH3:36])[CH:19]=2)=[CH:11][CH:10]=1)([CH3:4])([CH3:3])[CH3:2].[CH:40](=O)[CH2:41][CH2:42][CH3:43].C([O-])(=O)C.[Na+].C([BH3-])#N.[Na+].Cl.C(=O)([O-])[O-].[K+].[K+]>CO>[C:1]([O:5][C:6](=[O:39])[CH2:7][CH:8]([NH:38][CH2:40][CH2:41][CH2:42][CH3:43])[C:9]1[CH:10]=[CH:11][C:12]([NH:15][C:16](=[O:37])[CH2:17][C:18]2[CH:23]=[CH:22][C:21]([NH:24][C:25]([NH:27][C:28]3[CH:33]=[CH:32][CH:31]=[CH:30][C:29]=3[CH3:34])=[O:26])=[C:20]([O:35][CH3:36])[CH:19]=2)=[CH:13][CH:14]=1)([CH3:4])([CH3:2])[CH3:3] |f:2.3,4.5,7.8.9|. Reported procedure: A mixture of 3-amino-3-(4-{3-methoxy-4-[3-(2-methylphenyl)ureido]phenylacetylamino}phenyl)-propanoic acid tert-butyl ester [53 mg, Reference Example 7(b)], butyraldehyde (14 mg), sodium acetate (16 mg) and 4 Å molecular sieves (0.2 g) in methanol (5 ml) was stirred at ambient temperature under an atmosphere of nitrogen and then treated with sodium cyanoborohydride (13 mg). After stirring for 1 hour the reaction mixture was treated dropwise with hydrochloric acid (0.5 ml, 1M) then poured into 10%...